This data is from the Open Reaction Database (ORD), a public repository of structured organic reaction records. The task is: describe an organic reaction: reactants, conditions, products, and yield The reactants are C(CCC)[Sn](C=C)(CCCC)CCCC (tributyl-vinyl-stannane), BrC=1C=NC=C(C#N)C1 (5-bromonicotinonitrile), [Cl-].[NH4+] (ammonium chloride), C(C)(=O)OCC (ethyl acetate). Reagents/catalysts: C1([P]([Pd][P](C2=CC=CC=C2)(C3=CC=CC=C3)C4=CC=CC=C4)(C5=CC=CC=C5)C6=CC=CC=C6)=CC=CC=C1 (bis(triphenylphosphine)palladium). Run in C1(=CC=CC=C1)C (toluene). Reaction conditions: temperature 110 celsius, time 150 minute. The product is C(=C)C=1C=NC=C(C#N)C1 (5-Vinylnicotinonitrile). Isolated yield 70.3%. As a reaction SMILES: [CH2:1]([Sn](CCCC)(CCCC)C=C)[CH2:2]CC.Br[C:17]1[CH:18]=[N:19][CH:20]=[C:21]([CH:24]=1)[C:22]#[N:23].[Cl-].[NH4+].C(OCC)(=O)C>C1(C)C=CC=CC=1.C1(C=CC=CC=1)[P](C1C=CC=CC=1)(C1C=CC=CC=1)[Pd][P](C1C=CC=CC=1)(C1C=CC=CC=1)C1C=CC=CC=1>[CH:1]([C:17]1[CH:18]=[N:19][CH:20]=[C:21]([CH:24]=1)[C:22]#[N:23])=[CH2:2] |f:2.3,^1:45,59|. Reported procedure: Add bis(triphenylphosphine)palladium (II) dichloride (0.460 g, 0.66 mmol) and tributyl-vinyl-stannane (7.2 mL, 24.6 mmol) to a solution of 5-bromonicotinonitrile (3.0 g, 16.4 mmol) in toluene (50 mL) and stir at 110° C. for 150 min. Add an aqueous saturated solution of ammonium chloride and ethyl acetate and separate the layers. Wash the organic layer twice with an aqueous saturated solution of potassium fluoride and once with water. Dry (sodium sulfate), filter, and concentrate. Purify the resi... Reactants: C(O)=O.N, c1(c(ccc(c1)F)OC)C(C)=O. The reagents and catalysts are c1ccc(cc1)-c2c3ccccc3cc4ccccc24 (9-Phenylanthracene), C1-300. Run in CCOC(=O)C (EtOAc). Conditions: temperature 50 celsius, time 18 hour. Yields the product COc1ccc(F)cc1[C@@H](C)O. Reaction SMILES: [CH3:1][O:2][c:3]1[c:9]([C:10]([CH3:12])=[O:11])[cH:8][c:6]([F:7])[cH:5][cH:4]1.N.OC=O>>[CH3:1][O:2][c:3]1[c:9]([C@H:10]([OH:11])[CH3:12])[cH:8][c:6]([F:7])[cH:5][cH:4]1. The reactants are O=C([O-])O, COc1ccnc2ccccc12, ClC(Cl)Cl, O=C(OO)c1cccc(Cl)c1, [Na+]. The product is COc1cc[n+]([O-])c2ccccc12. Reaction SMILES: [C:24](=[O:25])([O-:26])[OH:27].[CH3:1][O:2][c:3]1[cH:4][cH:5][n:6][c:7]2[cH:8][cH:9][cH:10][cH:11][c:12]12.[CH:29]([Cl:30])([Cl:31])[Cl:32].[Cl:13][c:14]1[cH:15][cH:16][cH:17][c:18]([C:19]([O:20][OH:22])=[O:21])[cH:23]1.[Na+:28]>>[CH3:1][O:2][c:3]1[cH:4][cH:5][n+:6]([O-:21])[c:7]2[cH:8][cH:9][cH:10][cH:11][c:12]12. Reactants: CCOC(=O)c1cn(Cc2cccc(Br)n2)c2ccccc2c1=O, CO, CO, Cl, [Li+], [OH-], O. Product: O=C(O)c1cn(Cc2cccc(Br)n2)c2ccccc2c1=O. As a reaction SMILES: [CH2:1]([CH3:2])[O:3][C:4](=[O:5])[c:6]1[cH:7][n:8]([CH2:17][c:18]2[n:19][c:20]([Br:24])[cH:21][cH:22][cH:23]2)[c:9]2[cH:10][cH:11][cH:12][cH:13][c:14]2[c:15]1=[O:16].[CH3:27][OH:28].[CH3:31][OH:32].[ClH:29].[Li+:25].[OH-:26].[OH2:30]>>[O:3]=[C:4]([OH:5])[c:6]1[cH:7][n:8]([CH2:17][c:18]2[n:19][c:20]([Br:24])[cH:21][cH:22][cH:23]2)[c:9]2[cH:10][cH:11][cH:12][cH:13][c:14]2[c:15]1=[O:16]. Reactants: ClC=1C=C2C=C(C=[N+](C2=CC1)[O-])[N+](=O)[O-] (6-chloro-3-nitroquinoline-1-oxide), P(=O)(Cl)(Cl)Cl (phosphorous oxychloride), 196. The product is ClC1=NC2=CC=C(C=C2C=C1[N+](=O)[O-])Cl (2,6-Dichloro-3-nitroquinoline). As a reaction SMILES: [Cl:1][C:2]1[CH:3]=[C:4]2[C:9](=[CH:10][CH:11]=1)[N+:8]([O-])=[CH:7][C:6]([N+:13]([O-:15])=[O:14])=[CH:5]2.P(Cl)(Cl)([Cl:18])=O>>[Cl:18][C:7]1[C:6]([N+:13]([O-:15])=[O:14])=[CH:5][C:4]2[C:9](=[CH:10][CH:11]=[C:2]([Cl:1])[CH:3]=2)[N:8]=1. Procedure details: 2,6-Dichloro-3-nitroquinoline was prepared by heating a mixture of 6-chloro-3-nitroquinoline-1-oxide and phosphorous oxychloride under reflux. The product was isolated as a nearly colourless crystalline solid, mp 190° C. Mass spectrum (m/e): 242 (parent ion; 90%); 196 (100%). The reactants are C(C)(C)(C)NC([O-])=O (tert-butylcarbamate), NC1=C(C=C(C#N)C=C1C#C)Br (4-amino-3-bromo-5-ethynylbenzonitrile), C(CC(O)(C(=O)O)CC(=O)O)(=O)O (citric acid). Run in CN1C(CCC1)=O (1-methyl-2-pyrrolidinone). Run at time 24 hour. Yields the product BrC=1C=C(C=C2C=CNC12)C#N (7-bromo-1H-indole-5-carbonitrile). The yield is 96.5%. As a reaction SMILES: [NH2:1][C:2]1[C:9]([C:10]#[CH:11])=[CH:8][C:5]([C:6]#[N:7])=[CH:4][C:3]=1[Br:12].C(NC(=O)[O-])(C)(C)C.C(O)(=O)CC(CC(O)=O)(C(O)=O)O>CN1CCCC1=O>[Br:12][C:3]1[CH:4]=[C:5]([C:6]#[N:7])[CH:8]=[C:9]2[C:2]=1[NH:1][CH:11]=[CH:10]2. Procedure details: To a mixture of 4-amino-3-bromo-5-ethynylbenzonitrile (0.57 g) and 1-methyl-2-pyrrolidinone (12 mL) was added tert-butylcarbamate (0.57 g) under ice-cooling, followed by stirring at room temperature for 24 hours. To the reaction mixture was added a 10% aqueous citric acid solution under ice-cooling, followed by extraction with ethyl acetate. The organic layer was washed with water, a saturated aqueous sodium hydrogen carbonate solution, water, and saturated brine, dried over anhydrous magnesium ... Starting materials: O (water), C1(=CC(=C(C=C1)N)N)C (3,4-toluene diamine), O.NN (hydrazine hydrate). The solvent is aqueous solution. The product is CoCl2 · 6H2O, CC1=C(O)C=CC(=C1)O (methylhydroquinone). RXN SMILES: [C:1]1([CH3:9])[CH:6]=[CH:5][C:4](N)=[C:3](N)[CH:2]=1.[OH2:10].NN.[OH2:13]>>[CH3:9][C:1]1[CH:2]=[C:3]([OH:13])[CH:4]=[CH:5][C:6]=1[OH:10] |f:1.2|. Procedure details: In an Erlenmeyer flask of approximately 500 ml capacity 0.263 g 3,4-toluene diamine (2.15 millimoles) is combined with 56 milliliters of distilled water and 66 milliliters of hydrazine hydrate. Subsequent additions of 2.2 millimoles CoCl2 · 6H2O in 2.62 milliliters of aqueous solution and 0.288 g of methylhydroquinone give, after shaking, a yellow-orange composition containing approximately 35% hydrazine and 0.6% of 3,4-toluene diamine/cobalt/methylhydroquinone catalyst. The molar ratio 3,4-tolu...